From a dataset of the Open Reaction Database (ORD), a public repository of structured organic reaction records. describe an organic reaction: reactants, conditions, products, and yield The reactants are BrBr (bromine), BrC=1C=C(C2OC3=CC=C(C=C3C(C2C)=O)O)C=C(C1O)Br (3',5'-dibromo-6,4'-dihydroxy-3-methylflavanone), N1CCCCC1 (piperidine), [OH-].[K+] (potassium hydroxide), BrC1(C(OC2=CC=C(C=C2C1=O)O)C1=CC(=C(C(=C1)Br)O)Br)C (3,3',5'-tribromo-6,4'-dihydroxy-3-methylflavanone), CCC(=O)C1=C(C=CC(=C1)O)O (2,5-dihydroxypropiophenone), BrC=1C=C(C=O)C=C(C1O)Br (3,5-dibromo-4-hydroxybenzaldehyde). Solvent: C(Cl)(Cl)Cl (chloroform), C(C)O (ethanol), C(C)O (ethanol), O1CCOCC1 (dioxane). Reaction conditions: time 5 minute. Product: BrC=1C=C(C=2OC3=CC=C(C=C3C(C2C)=O)O)C=C(C1O)Br (3',5'-Dibrom-6,4'-dihydroxy-3-methylflavone). As a reaction SMILES: BrBr.[Br:3][C:4]1[CH:5]=[C:6]([CH:20]=[C:21]([Br:24])[C:22]=1[OH:23])[CH:7]1[CH:16]([CH3:17])[C:15](=[O:18])[C:14]2[C:9](=[CH:10][CH:11]=[C:12]([OH:19])[CH:13]=2)[O:8]1.CCC(C1C=C(O)C=CC=1O)=O.BrC1C=C(C=C(Br)C=1O)C=O.N1CCCCC1.BrC1(C)C(=O)C2C(=CC=C(O)C=2)OC1C1C=C(Br)C(O)=C(Br)C=1.[OH-].[K+]>C(Cl)(Cl)Cl.O1CCOCC1.C(O)C>[Br:3][C:4]1[CH:5]=[C:6]([CH:20]=[C:21]([Br:24])[C:22]=1[OH:23])[C:7]1[O:8][C:9]2[C:14]([C:15](=[O:18])[C:16]=1[CH3:17])=[CH:13][C:12]([OH:19])=[CH:11][CH:10]=2 |f:6.7|. Reported procedure: 1.6 g of bromine in 6 ml of chloroform are added dropwise to a solution of 4.12 g of 3',5'-dibromo-6,4'-dihydroxy-3-methylflavanone (m.p. 200°-202°; obtainable by reaction of 2,5-dihydroxypropiophenone with 3,5-dibromo-4-hydroxybenzaldehyde in boiling ethanol in the presence of piperidine) in 55 ml of dioxane while stirring and irradiating (500 watt Agaphot lamp). The mixture is stirred for a further 30 minutes while cooling and irradiating, the usual working-up is carried out, and the resulting... Reactants: C(CCC)[Mg]Cl (n-butylmagnesium chloride), ClC1=NC2=CC=C(C=C2C=C1C1OCCO1)OC (2-chloro-3-(1,3-dioxolan-2-yl)-6-methoxyquinoline), ClC1=NC2=CC=C(C=C2C=C1C1OCCO1)OC (2-Chloro-3-(1,3-dioxolan-2-yl)-6-methoxyquinoline), Fe(acac)3. Solvent: C1CCOC1 (THF). Run at temperature 70 celsius, time 5 hour. Yields the product C(CCC)C1=NC2=CC=C(C=C2C=C1C1OCCO1)OC (2-Butyl-3-(1,3-dioxolan-2-yl)-6-methoxyquinoline). The yield is 57.0%. RXN SMILES: Cl[C:2]1[C:11]([CH:12]2[O:16][CH2:15][CH2:14][O:13]2)=[CH:10][C:9]2[C:4](=[CH:5][CH:6]=[C:7]([O:17][CH3:18])[CH:8]=2)[N:3]=1.[CH2:19]([Mg]Cl)[CH2:20][CH2:21][CH3:22]>C1COCC1>[CH2:19]([C:2]1[C:11]([CH:12]2[O:16][CH2:15][CH2:14][O:13]2)=[CH:10][C:9]2[C:4](=[CH:5][CH:6]=[C:7]([O:17][CH3:18])[CH:8]=2)[N:3]=1)[CH2:20][CH2:21][CH3:22]. Reported procedure: To a solution of 2-chloro-3-(1,3-dioxolan-2-yl)-6-methoxyquinoline SMA 44002 (1.41 g, 5.31 mmol) in dry THF (27 mL) at 0° C. under N2 in a 100 mL round-bottomed flask equipped with a magnetic stirrer was added Fe(acac)3 (197 mg, 0.547 mmol) followed by dropwise addition of n-butylmagnesium chloride (2.0 M in THF, 12.4 mL, 24.8 mmol). After complete addition, the mixture was stirred for 5 h at 70° C. then cooled to RT and quenched with water (10 mL). THF was then removed at 40° C. under vacuum an...